From a dataset of the Open Reaction Database (ORD), a public repository of structured organic reaction records. describe an organic reaction: reactants, conditions, products, and yield Starting materials: CN1CCC(N(C)CC2CCN(C(=O)OC(C)(C)C)C2)CC1, ClCCl. Yields the product CN1CCC(N(C)CC2CCNC2)CC1. RXN SMILES: [C:1]([O:2][C:3](=[O:4])[N:8]1[CH2:9][CH:10]([CH2:13][N:14]([CH:15]2[CH2:16][CH2:17][N:18]([CH3:21])[CH2:19][CH2:20]2)[CH3:22])[CH2:11][CH2:12]1)([CH3:5])([CH3:6])[CH3:7].[Cl:23][CH2:24][Cl:25]>>[NH:8]1[CH2:9][CH:10]([CH2:13][N:14]([CH:15]2[CH2:16][CH2:17][N:18]([CH3:21])[CH2:19][CH2:20]2)[CH3:22])[CH2:11][CH2:12]1. Reactants: OCC1CC1, Cl, [H-], N#Cc1ncc(N)nc1Cl, [Na+], C1COCCO1. Yields the product N#Cc1ncc(N)nc1OCC1CC1. Reaction SMILES: [CH:3]1([CH2:6][OH:7])[CH2:4][CH2:5]1.[ClH:18].[H-:1].[NH2:8][c:9]1[n:10][c:11]([Cl:17])[c:12]([C:15]#[N:16])[n:13][cH:14]1.[Na+:2].[O:19]1[CH2:20][CH2:21][O:22][CH2:23][CH2:24]1>>[CH:3]1([CH2:6][O:7][c:11]2[n:10][c:9]([NH2:8])[cH:14][n:13][c:12]2[C:15]#[N:16])[CH2:4][CH2:5]1. Yields the product C(C1=CC=CC=C1)NC1CCN(CC1)C(C)(C)C (N-benzyl-1-tert-butylpiperidin-4-amine). RXN SMILES: [C:1]([N:5]1[CH2:10][CH2:9][C:8](=O)[CH2:7][CH2:6]1)([CH3:4])([CH3:3])[CH3:2].[CH2:12]([NH2:19])[C:13]1[CH:18]=[CH:17][CH:16]=[CH:15][CH:14]=1.C(O[BH-](OC(=O)C)OC(=O)C)(=O)C.[Na+]>C(O)(=O)C>[CH2:12]([NH:19][CH:8]1[CH2:9][CH2:10][N:5]([C:1]([CH3:4])([CH3:3])[CH3:2])[CH2:6][CH2:7]1)[C:13]1[CH:18]=[CH:17][CH:16]=[CH:15][CH:14]=1 |f:2.3|. Reported procedure: A solution of 1-tert-butyl-4-oxopiperidine (3.6 g, 23.1), benzylamine (5.1 ml, 46.8 mmol), acetic acid (1.5 ml) and sodium triacetoxyborohydride (7.38 g, 34.8 mmol) was stirred at ambient for 2 days. Reaction mixture reduced in vacuo, residue partitioned between aqueous K2CO3 and EtOAc. The organic portion was dried (Na2SO4), filtered and reduced in vacuo. The residue was subjected to chromatography using CH2Cl2/MeOH/NH4OH (87/12/1)as the eluent to yield N-benzyl-1-tert-butylpiperidin-4-amine (1... Run in C(C)(=O)O (acetic acid). The yield is 26.3%. Starting materials: C(C)(C)(C)N1CCC(CC1)=O (1-tert-butyl-4-oxopiperidine), C(C1=CC=CC=C1)N (benzylamine), C(C)(=O)O[BH-](OC(C)=O)OC(C)=O.[Na+] (sodium triacetoxyborohydride). The reactants are NC1=C2N=CN(C2=NC(=N1)NC(C)C)CC1=CC=CC=C1 (6-Amino-9-benzyl-2-(isopropylamino)purine), BrBr (bromine), S(=S)(=O)([O-])[O-].[Na+].[Na+] (sodium thiosulfate). Solvent: C(Cl)Cl (methylene chloride). Conditions: time 1 hour. Yields the product NC1=C2N=C(N(C2=NC(=N1)NC(C)C)CC1=CC=CC=C1)Br (6-Amino-9-benzyl-8-bromo-2-(isopropylamino)purine). Isolated yield 81.0%. As a reaction SMILES: [NH2:1][C:2]1[N:10]=[C:9]([NH:11][CH:12]([CH3:14])[CH3:13])[N:8]=[C:7]2[C:3]=1[N:4]=[CH:5][N:6]2[CH2:15][C:16]1[CH:21]=[CH:20][CH:19]=[CH:18][CH:17]=1.[Br:22]Br.S([O-])([O-])(=O)=S.[Na+].[Na+]>C(Cl)Cl>[NH2:1][C:2]1[N:10]=[C:9]([NH:11][CH:12]([CH3:14])[CH3:13])[N:8]=[C:7]2[C:3]=1[N:4]=[C:5]([Br:22])[N:6]2[CH2:15][C:16]1[CH:21]=[CH:20][CH:19]=[CH:18][CH:17]=1 |f:2.3.4|. Procedure: 6-Amino-9-benzyl-2-(isopropylamino)purine (71 mg, 0.25 mmol) and bromine (0.5 ml) were dissolved in 50 ml of methylene chloride and the solution was stirred at room temperature for 1 hour. Aqueous sodium thiosulfate was added to the reaction mixture. The organic layer was separated, dried on sodium sulfate and filtered. The solvent in the filtrate was evaporated in vacuo. The residue was purified with silica gel chromatography (1% methanol/chloroform) to give the subject compound (73 mg, yield 8... The yield is 94.6%. Solvent: aqueous solution. Starting materials: CC1(OC2=C(C1)C=CC=C2O)C (2,3-Dihydro-2,2-dimethyl-7-benzofuranol), [OH-].[Na+] (sodium hydroxide), C(C)(=O)OC(C)=O (acetic anhydride). The product is C(C)(=O)OC1=CC=CC=2CC(OC21)(C)C (7-acetoxy-2,3-dihydro-2,2-dimethylbenzofuran). Procedure details: 2,3-Dihydro-2,2-dimethyl-7-benzofuranol (16.4 g, 0.1 mol) was dissolved in 100 ml of an aqueous solution of sodium hydroxide (6.0 g, 0.15 mol), and 12.8 g of acetic anhydride was dumped into the solution and thoroughly mixed, whereby a white solid substance was precipitated. This substance was collected by filtration and dried, whereby 19.5 g of 7-acetoxy-2,3-dihydro-2,2-dimethylbenzofuran was obtained. The melting point of this product was 48.5°-49.5° C. This phenol acetate was dissolved in 400... RXN SMILES: [CH3:1][C:2]1([CH3:12])[CH2:6][C:5]2[CH:7]=[CH:8][CH:9]=[C:10]([OH:11])[C:4]=2[O:3]1.[OH-].[Na+].[C:15](OC(=O)C)(=[O:17])[CH3:16]>>[C:15]([O:11][C:10]1[C:4]2[O:3][C:2]([CH3:12])([CH3:1])[CH2:6][C:5]=2[CH:7]=[CH:8][CH:9]=1)(=[O:17])[CH3:16] |f:1.2|. Starting materials: C(C)(C)(C)OC(=O)N1CCC(CC1)NS(=O)(=O)C1=CC=CC2=C(C=CC=C12)C(NC1C(CCCC1)C)=O ((±)-4-[5-(2-Methyl-cyclohexylcarbamoyl)-naphthalene-1-sulfonylamino]-piperidine-1-carboxylic acid tert-butyl ester). Run in Cl.O1CCOCC1 (HCl dioxane). Reaction conditions: time 3 hour. Yields the product CC1C(CCCC1)NC(=O)C1=CC=CC2=C(C=CC=C12)S(NC1CCNCC1)(=O)=O (5-(Piperidin-4-ylsulfamoyl)-naphthalene-1-carboxylic acid (2-methyl-cyclohexyl)-amide). Yield: 120.1%. As a reaction SMILES: C(OC([N:8]1[CH2:13][CH2:12][CH:11]([NH:14][S:15]([C:18]2[C:27]3[C:22](=[C:23]([C:28](=[O:37])[NH:29][CH:30]4[CH2:35][CH2:34][CH2:33][CH2:32][CH:31]4[CH3:36])[CH:24]=[CH:25][CH:26]=3)[CH:21]=[CH:20][CH:19]=2)(=[O:17])=[O:16])[CH2:10][CH2:9]1)=O)(C)(C)C>Cl.O1CCOCC1>[CH3:36][CH:31]1[CH2:32][CH2:33][CH2:34][CH2:35][CH:30]1[NH:29][C:28]([C:23]1[C:22]2[C:27](=[C:18]([S:15](=[O:17])(=[O:16])[NH:14][CH:11]3[CH2:10][CH2:9][NH:8][CH2:13][CH2:12]3)[CH:19]=[CH:20][CH:21]=2)[CH:26]=[CH:25][CH:24]=1)=[O:37] |f:1.2|. Procedure: 4-[5-(2-Methyl-cyclohexylcarbamoyl)-naphthalene-1-sulfonylamino]-piperidine-1-carboxylic acid tert-butyl ester 47 (380 mg) was dissolved in 4N HCl/dioxane (10 mL) and stirred for 3 hours at room temperature. Concentration in vacuo afforded 48 (370 mg) as its hydrochloride salt that was used without further purification. LC/MS m/z 430 (M+H)+. Starting materials: CON=C(C(=O)OC)C1=C(C=CC=C1)COC1=CC(=CC=C1)C(C)=O (methyl 2-(3-acetylphenoxymethyl)phenylglyoxylate O-methyloxime), Cl.C(CCC)ON (n-butoxyamine hydrochloride). The solvent is CO (methanol). Yields the product CON=C(C(=O)OC)C1=C(C=CC=C1)COC1=CC(=CC=C1)C(C)=NOCCCC (Methyl 2-[3-(1-n-butoxyiminoethyl)phenoxymethyl]phenylglyoxylate O-methyloxime). Isolated yield 71.3%. RXN SMILES: [CH3:1][O:2][N:3]=[C:4]([C:9]1[CH:14]=[CH:13][CH:12]=[CH:11][C:10]=1[CH2:15][O:16][C:17]1[CH:22]=[CH:21][CH:20]=[C:19]([C:23](=O)[CH3:24])[CH:18]=1)[C:5]([O:7][CH3:8])=[O:6].Cl.[CH2:27]([O:31][NH2:32])[CH2:28][CH2:29][CH3:30]>CO>[CH3:1][O:2][N:3]=[C:4]([C:9]1[CH:14]=[CH:13][CH:12]=[CH:11][C:10]=1[CH2:15][O:16][C:17]1[CH:22]=[CH:21][CH:20]=[C:19]([C:23](=[N:32][O:31][CH2:27][CH2:28][CH2:29][CH3:30])[CH3:24])[CH:18]=1)[C:5]([O:7][CH3:8])=[O:6] |f:1.2|. Reported procedure: 5.8 g (0.017 mol) of methyl 2-(3-acetylphenoxymethyl)phenylglyoxylate O-methyloxime and 2.5 g (0.020 mol) of n-butoxyamine hydrochloride in 60 ml of methanol are stirred at room temperature for 24 hours. The mixture is then hydrolyzed with water and extracted with methyl tert-butyl ether. The organic phase is washed with water, dried and concentrated. 5.0 g (71%) of the title compound are obtained as a colorless oil (compound no. 470). The reactants are OC1=CC=C2C=CNC2=C1 (6-Hydroxyindole), C([O-])([O-])=O.[K+].[K+] (potassium carbonate), FC1=CC=C(CBr)C=C1 (4-Fluorobenzyl bromide). The solvent is CC(=O)C (acetone). Yields the product FC1=CC=C(C=C1)COC1=CC=C2C=CNC2=C1 (6-(4-fluorophenylmethoxy)indole). The yield is 85.3%. As a reaction SMILES: [OH:1][C:2]1[CH:10]=[C:9]2[C:5]([CH:6]=[CH:7][NH:8]2)=[CH:4][CH:3]=1.C(=O)([O-])[O-].[K+].[K+].[F:17][C:18]1[CH:25]=[CH:24][C:21]([CH2:22]Br)=[CH:20][CH:19]=1>CC(C)=O>[F:17][C:18]1[CH:25]=[CH:24][C:21]([CH2:22][O:1][C:2]2[CH:10]=[C:9]3[C:5]([CH:6]=[CH:7][NH:8]3)=[CH:4][CH:3]=2)=[CH:20][CH:19]=1 |f:1.2.3|. Reported procedure: 6-Hydroxyindole (0.90 g, 6.8 mmol) and potassium carbonate (1.04 g, 7.5 mmol), were suspended in 13 mL of acetone. 4-Fluorobenzyl bromide (0.93 mL, 7.5 mmol, prefiltered through basic alumina) was added dropwise via syringe. The reaction mixture was heated at reflux under N2 atmosphere for 24 hours. The reaction mixture was cooled to ambient temperature and partitioned between H2O and methylene chloride. The aqueous phase was extracted twice with methylene chloride. The combined organic extracts...